From a dataset of the Open Reaction Database (ORD), a public repository of structured organic reaction records. describe an organic reaction: reactants, conditions, products, and yield The reactants are Cl.N1CCC(CC1)CCN1C(C=2C=C3C(=CC2C12CC2)OCO3)=O (6-[2-(4-piperidyl)ethyl]spiro[[1,3]dioxolo[4,5-f]isoindole-7,1′-cyclopropane]-5-one hydrochloride), Br.BrCC=1N=NC=CC1 (3-bromomethylpyridazine hydrobromide), raw materials. The product is N1=NC(=CC=C1)CN1CCC(CC1)CCN1C(C=2C=C3C(=CC2C12CC2)OCO3)=O (6-[2-[1-(pyridazin-3-ylmethyl)-4-piperidyl]ethyl]spiro[[1,3]dioxolo[4,5-f]isoindole-7,1′-cyclopropane]-5-one). As a reaction SMILES: Cl.[NH:2]1[CH2:7][CH2:6][CH:5]([CH2:8][CH2:9][N:10]2[C:18]3([CH2:20][CH2:19]3)[C:17]3[CH:16]=[C:15]4[O:21][CH2:22][O:23][C:14]4=[CH:13][C:12]=3[C:11]2=[O:24])[CH2:4][CH2:3]1.Br.Br[CH2:27][C:28]1[N:29]=[N:30][CH:31]=[CH:32][CH:33]=1>>[N:30]1[CH:31]=[CH:32][CH:33]=[C:28]([CH2:27][N:2]2[CH2:7][CH2:6][CH:5]([CH2:8][CH2:9][N:10]3[C:18]4([CH2:20][CH2:19]4)[C:17]4[CH:16]=[C:15]5[O:21][CH2:22][O:23][C:14]5=[CH:13][C:12]=4[C:11]3=[O:24])[CH2:4][CH2:3]2)[N:29]=1 |f:0.1,2.3|. Procedure details: Compound I-38 was prepared according to the method in example 42, using 6-[2-(4-piperidyl)ethyl]spiro[[1,3]dioxolo[4,5-f]isoindole-7,1′-cyclopropane]-5-one hydrochloride (compound II-5) and 3-bromomethylpyridazine hydrobromide as the raw materials: 1H NMR(CDCl3): δ 1.25-1.37 (m, 5H), 1.49-1.58 (m, 4H), 1.73 (d, 2H, J=11.2 Hz), 2.14 (t, 2H, J=10.7 Hz), 2.82 (d, 2H, J=11.6 Hz), 3.19 (t, 2H, J=7.8 Hz), 3.85 (s, 2H), 6.03 (s, 2H), 6.43 (s, 1H), 7.23 (s, 1H), 7.46 (dd, 1H, J=8.4, 4.9 Hz), 7.67 (d, 1H... Starting materials: C(C)OC(=O)N1CCC(=CC1)C1=CN(C2=NC=CC=C21)CCOCC (4-[1-(2-ethoxyethyl)-1H-pyrrolo[2,3-b]pyridin-3-yl]-3,6-dihydro-2H-pyridine-1-carboxylic acid ethyl ester). Solvent: CO (methanol). Run at time 6 hour. The product is C(C)OC(=O)N1CCC(CC1)C1=CN(C2=NC=CC=C21)CCOCC (4-[1-(2-ethoxyethyl)-1H-pyrrolo[2,3-b]pyridin-3-yl]-piperidine-1-carboxylic acid ethyl ester). Yield: 55.2%. RXN SMILES: [CH2:1]([O:3][C:4]([N:6]1[CH2:11][CH:10]=[C:9]([C:12]2[C:20]3[C:15](=[N:16][CH:17]=[CH:18][CH:19]=3)[N:14]([CH2:21][CH2:22][O:23][CH2:24][CH3:25])[CH:13]=2)[CH2:8][CH2:7]1)=[O:5])[CH3:2]>CO>[CH2:1]([O:3][C:4]([N:6]1[CH2:7][CH2:8][CH:9]([C:12]2[C:20]3[C:15](=[N:16][CH:17]=[CH:18][CH:19]=3)[N:14]([CH2:21][CH2:22][O:23][CH2:24][CH3:25])[CH:13]=2)[CH2:10][CH2:11]1)=[O:5])[CH3:2]. Procedure details: 0.19 g of palladium, 10% (dry basis) on activated carbon (50% in water) were added to a solution of 1.46 g (4.25 mmol) of 4-[1-(2-ethoxyethyl)-1H-pyrrolo[2,3-b]pyridin-3-yl]-3,6-dihydro-2H-pyridine-1-carboxylic acid ethyl ester in 40 ml methanol and this mixture was hydrogenated at 2 bar for 6 hours. After filtering through celite and removing the solvent under reduced pressure, 0.81 g (55% of yield) of 4-[1-(2-ethoxyethyl)-1H-pyrrolo[2,3-b]pyridin-3-yl]-piperidine-1-carboxylic acid ethyl ester ... The reactants are CCCC=CCBr, C[Si](C)(C)C#CCOC1CCCCO1. Yields the product CCCC=CCC(C#C[Si](C)(C)C)OC1CCCCO1. As a reaction SMILES: [Br:15][CH2:16][CH:17]=[CH:18][CH2:19][CH2:20][CH3:21].[CH3:1][Si:2]([C:3]#[C:4][CH2:5][O:6][CH:7]1[O:8][CH2:9][CH2:10][CH2:11][CH2:12]1)([CH3:13])[CH3:14]>>[CH3:1][Si:2]([C:3]#[C:4][CH:5]([O:6][CH:7]1[O:8][CH2:9][CH2:10][CH2:11][CH2:12]1)[CH2:16][CH:17]=[CH:18][CH2:19][CH2:20][CH3:21])([CH3:13])[CH3:14]. The reactants are Brc1ccc2c3cccc4cccc(c5cccc1c52)c43, O=C([O-])[O-], [Cu], [K+], [K+], c1ccc(Nc2ccccc2)cc1. RXN SMILES: [Br:1][c:2]1[cH:3][cH:4][c:5]2[c:6]3[cH:7][cH:8][cH:9][c:10]4[cH:11][cH:12][cH:13][c:14]([c:15]5[cH:16][cH:17][cH:18][c:19]1[c:20]25)[c:21]34.[C:35](=[O:36])([O-:37])[O-:38].[Cu:41].[K+:39].[K+:40].[NH:22]([c:23]1[cH:24][cH:25][cH:26][cH:27][cH:28]1)[c:29]1[cH:30][cH:31][cH:32][cH:33][cH:34]1>>[c:2]1([N:22]([c:23]2[cH:24][cH:25][cH:26][cH:27][cH:28]2)[c:29]2[cH:30][cH:31][cH:32][cH:33][cH:34]2)[cH:3][cH:4][c:5]2[c:6]3[cH:7][cH:8][cH:9][c:10]4[cH:11][cH:12][cH:13][c:14]([c:15]5[cH:16][cH:17][cH:18][c:19]1[c:20]25)[c:21]34. The product is c1ccc(N(c2ccccc2)c2ccc3c4cccc5cccc(c6cccc2c63)c54)cc1. The reactants are NC1=C(C=C(C=C1)O)C (4-amino-3-methylphenol), C(C=1C(O)=CC=CC1)=O (salicylaldehyde), C(C)(=O)OCC (ethyl acetate). Run in CCCCCC (hexane). Reaction conditions: time 19 hour. Yields the product OC1=C(C=NC2=C(C=C(C=C2)O)C)C=CC=C1 (4-(2-hydroxybenzylideneamino)-3-methylphenol). Isolated yield 93.0%. Reaction SMILES: [NH2:1][C:2]1[CH:7]=[CH:6][C:5]([OH:8])=[CH:4][C:3]=1[CH3:9].[CH:10](=O)[C:11]1[C:12](=[CH:14][CH:15]=[CH:16][CH:17]=1)[OH:13].C(OCC)(=O)C>CCCCCC>[OH:13][C:12]1[CH:14]=[CH:15][CH:16]=[CH:17][C:11]=1[CH:10]=[N:1][C:2]1[CH:7]=[CH:6][C:5]([OH:8])=[CH:4][C:3]=1[CH3:9]. Procedure details: To a 500 milliliter round bottom flask equipped with a water condenser, magnetic stirrer and drying tube was added 12.32 grams (0.10 mole) of 4-amino-3-methylphenol, 12.21 grams (0.10 mole) of salicylaldehyde and 250 milliliters of ethyl acetate. The resulting reaction mixture was stirred for 19 hours at room temperature and ambient pressure. After the stirring period, the reaction mixture was washed twice with saturated brine solution and decolorized with activated charcoal. The reaction mixtur...